The task is: describe an organic reaction: reactants, conditions, products, and yield. This data is from the Open Reaction Database (ORD), a public repository of structured organic reaction records. Reactants: NC1=C(C=NN1C=1C=C(C(=O)NC2CC2)C=CC1C)C(C1=CC(=CC=C1)C1OCCO1)=O (3-[5-amino-4-(3-[1,3]dioxolan-2-yl-benzoyl)-pyrazol-1-yl]-N-cyclopropyl-4-methyl-benzamide), C1(=CC=CC=C1)C (Toluene), CCOC(=O)C (EtOAc). Solvent: CC(=O)O (AcOH), CC(=O)O (AcOH). Run at time 8 hour. The product is NC1=C(C=NN1C=1C=C(C(=O)NC2CC2)C=CC1C)C(C1=CC(=CC=C1)C=O)=O (3-[5-amino-4-(3-formyl-benzoyl)-pyrazol-1-yl]-N-cyclopropyl-4-methyl-benzamide), solid. Yield: 89.0%. RXN SMILES: [NH2:1][C:2]1[N:6]([C:7]2[CH:8]=[C:9]([CH:16]=[CH:17][C:18]=2[CH3:19])[C:10]([NH:12][CH:13]2[CH2:15][CH2:14]2)=[O:11])[N:5]=[CH:4][C:3]=1[C:20](=[O:32])[C:21]1[CH:26]=[CH:25][CH:24]=[C:23]([CH:27]2OCC[O:28]2)[CH:22]=1.C1(C)C=CC=CC=1.CCOC(C)=O>CC(O)=O>[NH2:1][C:2]1[N:6]([C:7]2[CH:8]=[C:9]([CH:16]=[CH:17][C:18]=2[CH3:19])[C:10]([NH:12][CH:13]2[CH2:15][CH2:14]2)=[O:11])[N:5]=[CH:4][C:3]=1[C:20](=[O:32])[C:21]1[CH:26]=[CH:25][CH:24]=[C:23]([CH:27]=[O:28])[CH:22]=1. Procedure details: A mixture of 3-[5-amino-4-(3-[1,3]dioxolan-2-yl-benzoyl)-pyrazol-1-yl]-N-cyclopropyl-4-methyl-benzamide 5 (Example 8, 1.14 g, 2.6 mmol) was suspended in aqueous AcOH (10 mL, 1.5 M in H2O). Glacial AcOH was added dropwise until a clear solution was obtained. The reaction mixture was stirred at room temperature overnight. Evaporation of the solvent under reduced pressure to give a residue. Toluene and EtOAc were added and the mixture was concentrated again to give the crude product that could be p... Starting materials: COc1cc2cc(C=Cc3ccccc3)[nH]c2cc1OCc1ccccc1, [H-], CI, [Na+]. Product: COc1cc2cc(C=Cc3ccccc3)n(C)c2cc1OCc1ccccc1. As a reaction SMILES: [CH2:1]([c:2]1[cH:3][cH:4][cH:5][cH:6][cH:7]1)[O:8][c:9]1[c:10]([O:26][CH3:27])[cH:11][c:12]2[cH:13][c:14]([CH:18]=[CH:19][c:20]3[cH:21][cH:22][cH:23][cH:24][cH:25]3)[nH:15][c:16]2[cH:17]1.[H-:28].[I:30][CH3:31].[Na+:29]>>[CH2:1]([c:2]1[cH:3][cH:4][cH:5][cH:6][cH:7]1)[O:8][c:9]1[c:10]([O:26][CH3:27])[cH:11][c:12]2[cH:13][c:14]([CH:18]=[CH:19][c:20]3[cH:21][cH:22][cH:23][cH:24][cH:25]3)[n:15]([CH3:31])[c:16]2[cH:17]1. Starting materials: FC(S(=O)(=O)OCC(C)(C)F)(F)F (2-Fluoro-2-methylpropyl trifluoromethanesulfonate), N1C=C(C2=CC=CC=C12)C[C@@H](C)N ((R)-1-(1H-indol-3-yl)propan-2-amine), C(C)N(C(C)C)C(C)C (N-ethyl-N-isopropylpropan-2-amine). Solvent: O1CCOCC1 (dioxane), CCOC(=O)C (EtOAc). Reaction conditions: temperature 90 celsius. Yields the product N1C=C(C2=CC=CC=C12)C[C@@H](C)NCC(C)(C)F ((R)—N-(1-(1H-indol-3-yl)propan-2-yl)-2-fluoro-2-methylpropan-1-amine). Isolated yield 91.1%. Reaction SMILES: FC(F)(F)S(O[CH2:7][C:8]([F:11])([CH3:10])[CH3:9])(=O)=O.[NH:14]1[C:22]2[C:17](=[CH:18][CH:19]=[CH:20][CH:21]=2)[C:16]([CH2:23][C@H:24]([NH2:26])[CH3:25])=[CH:15]1.C(N(C(C)C)C(C)C)C>O1CCOCC1.CCOC(C)=O>[NH:14]1[C:22]2[C:17](=[CH:18][CH:19]=[CH:20][CH:21]=2)[C:16]([CH2:23][C@H:24]([NH:26][CH2:7][C:8]([F:11])([CH3:10])[CH3:9])[CH3:25])=[CH:15]1. Procedure details: 2-Fluoro-2-methylpropyl trifluoromethanesulfonate (8.04 g, 35.87 mmol) was added to a solution of (R)-1-(1H-indol-3-yl)propan-2-amine (5.00 g, 28.70 mmol) and N-ethyl-N-isopropylpropan-2-amine (7.44 ml, 43.04 mmol) in dioxane (50 ml). The reaction was heated to 90° C. for 3 h. After cooling to room temperature, the reaction was diluted with EtOAc (200 ml) and washed with saturated. NaHCO3 solution (2×100 ml). The aqueous phase was extracted with EtOAc (150 ml), then the combined organics were dr...